From a dataset of the Open Reaction Database (ORD), a public repository of structured organic reaction records. describe an organic reaction: reactants, conditions, products, and yield The reactants are C1(C=CC(N1)=O)=O (maleimide), [Sn](Cl)Cl (tin(II) chloride), BrC1=CC(=CC=2C=C(OC21)\C=C\C2=C(C=CC=C2)Cl)OC (7-Bromo-2-[(E)-2-(2-chlorophenyl)ethenyl]-5-methoxy-1-benzofuran), C1(C=CC(N1)=O)=O (maleimide), [Sn](Cl)Cl (tin(II) chloride). Run in xylenes. Reaction conditions: temperature 150 celsius. Yields the product BrC1=CC(=CC2=C1OC1=C2C2C(NC(C2C(C1)C1=C(C=CC=C1)Cl)=O)=O)OC (7-Bromo-4-(2-chlorophenyl)-9-methoxy-3a,4,5,10c-tetrahydro-1H-[1]benzofuro[3,2-e]isoindole-1,3(2H)-dione). As a reaction SMILES: [Br:1][C:2]1[C:10]2[O:9][C:8](/[CH:11]=[CH:12]/[C:13]3[CH:18]=[CH:17][CH:16]=[CH:15][C:14]=3[Cl:19])=[CH:7][C:6]=2[CH:5]=[C:4]([O:20][CH3:21])[CH:3]=1.[C:22]1(=[O:28])[NH:26][C:25](=[O:27])[CH:24]=[CH:23]1.[Sn](Cl)Cl>>[Br:1][C:2]1[C:10]2[O:9][C:8]3[CH2:11][CH:12]([C:13]4[CH:18]=[CH:17][CH:16]=[CH:15][C:14]=4[Cl:19])[CH:23]4[CH:24]([C:25](=[O:27])[NH:26][C:22]4=[O:28])[C:7]=3[C:6]=2[CH:5]=[C:4]([O:20][CH3:21])[CH:3]=1. Reported procedure: A solution of (859) (4.89 g, 0.0185 mol) prepared as described in example 441, maleimide (1.44 g, 0.02 mol) and tin(II) chloride (2.8 g, 0.02 mol) in xylenes (40 mL) was heated to 150° C. overnight. After the addition of more maleimide (1.44 g, 0.02 mol) and tin(II) chloride (1.44 g, 0.01 mol) the reaction was again heated to 150° C. overnight. The solid which formed was collected and washed with xylenes (20 mL) before dissolving in ethyl acetate (200 mL). Water (50 mL) was added and the mixture...